From a dataset of the Open Reaction Database (ORD), a public repository of structured organic reaction records. describe an organic reaction: reactants, conditions, products, and yield Reactants: C(=O)(Cl)Cl (phosgene), COC(CSC1=C(C=C(C(=C1)NC(=S)N1NCC(C1)OC)F)Cl)=O (α-[2-chloro-4-fluoro-5-(4-methoxypyrazolidinyl-thiocarbonylamino)-phenylthio]-acetic acid methyl ester). The solvent is C1(=CC=CC=C1)C (toluene), C1(=CC=CC=C1)C (toluene). Conditions: temperature 22 celsius, time 2 hour. Product: ClC1=CC(=C(C=C1SCC(=O)OC)N=C1SC(N2CC(CN12)OC)=O)F (8-(4-chloro-2-fluoro-5-methoxycarbonylmethylthio-phenyl-imino)-3-methoxy-7-thia-1,5-diazabicyclo[3.3.0]octan-6-one). As a reaction SMILES: [C:1](Cl)(Cl)=[O:2].[CH3:5][O:6][C:7](=[O:28])[CH2:8][S:9][C:10]1[CH:15]=[C:14]([NH:16][C:17]([N:19]2[CH2:23][CH:22]([O:24][CH3:25])[CH2:21][NH:20]2)=[S:18])[C:13]([F:26])=[CH:12][C:11]=1[Cl:27]>C1(C)C=CC=CC=1>[Cl:27][C:11]1[C:10]([S:9][CH2:8][C:7]([O:6][CH3:5])=[O:28])=[CH:15][C:14]([N:16]=[C:17]2[N:19]3[N:20]([CH2:21][CH:22]([O:24][CH3:25])[CH2:23]3)[C:1](=[O:2])[S:18]2)=[C:13]([F:26])[CH:12]=1. Procedure: At 0°-5° C., 4.2 ml of phosgene solution in toluene (20%) are added to a solution of 2.8 g of α-[2-chloro-4-fluoro-5-(4-methoxypyrazolidinyl-thiocarbonylamino)-phenylthio]-acetic acid methyl ester in 20 ml of toluene. After stirring for 2 hours at 22° C., the organic phase is washed with water, dried and concentrated. The product is purified by means of column chromatography to yield 2.21 g of the desired product, 8-(4-chloro-2-fluoro-5-methoxy-carbonylmethylthio-phenylimino)-3-methoxy-7-thia-1,... Reactants: C1(=CC=CC=C1)[C@@H](C=1C=C(OCC(=O)O)C=CC1)NC(=O)O[C@H]1CN2CCC1CC2 (2-(3-((S)-phenyl((((R)-quinuclidin-3-yloxy)carbonyl)amino)methyl)phenoxy)acetic acid), NC1=CC=C(CO)C=C1 (4-aminobenzyl alcohol). Product: N12C[C@@H](C(CC1)CC2)OC(N[C@@H](C2=CC=CC=C2)C2=CC(=CC=C2)OCC(=O)NC2=CC=C(C=C2)CO)=O ((R)-Quinuclidin-3-yl((S)-(3-(2-((4-(hydroxymethyl)phenyl)amino)-2-oxoethoxy)phenyl)(phenyl)methyl)carbamate). RXN SMILES: [C:1]1([C@H:7]([NH:19][C:20]([O:22][C@@H:23]2[CH:28]3[CH2:29][CH2:30][N:25]([CH2:26][CH2:27]3)[CH2:24]2)=[O:21])[C:8]2[CH:9]=[C:10]([CH:16]=[CH:17][CH:18]=2)[O:11][CH2:12][C:13]([OH:15])=O)[CH:6]=[CH:5][CH:4]=[CH:3][CH:2]=1.[NH2:31][C:32]1[CH:39]=[CH:38][C:35]([CH2:36][OH:37])=[CH:34][CH:33]=1>>[N:25]12[CH2:26][CH2:27][CH:28]([CH2:29][CH2:30]1)[C@@H:23]([O:22][C:20](=[O:21])[NH:19][C@H:7]([C:8]1[CH:18]=[CH:17][CH:16]=[C:10]([O:11][CH2:12][C:13]([NH:31][C:32]3[CH:39]=[CH:38][C:35]([CH2:36][OH:37])=[CH:34][CH:33]=3)=[O:15])[CH:9]=1)[C:1]1[CH:2]=[CH:3][CH:4]=[CH:5][CH:6]=1)[CH2:24]2. Procedure: The title compound was prepared as described in Example 1 Step 10 with 2-(3-((S)-phenyl((((R)-quinuclidin-3-yloxy)carbonyl)amino)methyl)phenoxy)acetic acid replacing 4-((3-((S)-phenyl((((R)-quinuclidin-3-yloxy)carbonyl)amino)methyl) phenoxy)methyl)benzoic acid and 4-aminobenzyl alcohol replacing 4-(2-hydroxyethoxy)-3-methylbenzaldehyde.